From a dataset of the Open Reaction Database (ORD), a public repository of structured organic reaction records. describe an organic reaction: reactants, conditions, products, and yield The reactants are [OH-].[Na+] (sodium hydroxide), CC1(N(C2=CC=CC=C2C=C1)CC1=C(C=C(CNC2=CC(=C(C=C2)CCC(=O)O)F)C=C1)OC(C)C)C (3-[4-({4-[(2,2-Dimethylquinolin-1(2H)-yl)methyl]-3-isopropoxybenzyl}amino)-2-fluorophenyl]propanoic acid), [Cl-].[Ca+2].[Cl-] (calcium chloride). The solvent is CO (methanol), O (water). Yields the product [Ca+2].CC1(N(C2=CC=CC=C2C=C1)CC1=C(C=C(CNC2=CC(=C(C=C2)CCC(=O)[O-])F)C=C1)OC(C)C)C.CC1(N(C2=CC=CC=C2C=C1)CC1=C(C=C(CNC2=CC(=C(C=C2)CCC(=O)[O-])F)C=C1)OC(C)C)C (3-[4-({4-[(2,2-dimethylquinolin-1(2H)-yl)methyl]-3-isopropoxybenzyl}amino)-2-fluorophenyl]propanoic acid calcium salt). The yield is 42.3%. RXN SMILES: [CH3:1][C:2]1([CH3:37])[CH:11]=[CH:10][C:9]2[C:4](=[CH:5][CH:6]=[CH:7][CH:8]=2)[N:3]1[CH2:12][C:13]1[CH:32]=[CH:31][C:16]([CH2:17][NH:18][C:19]2[CH:24]=[CH:23][C:22]([CH2:25][CH2:26][C:27]([OH:29])=[O:28])=[C:21]([F:30])[CH:20]=2)=[CH:15][C:14]=1[O:33][CH:34]([CH3:36])[CH3:35].[OH-].[Na+].[Cl-].[Ca+2:41].[Cl-]>CO.O>[Ca+2:41].[CH3:1][C:2]1([CH3:37])[CH:11]=[CH:10][C:9]2[C:4](=[CH:5][CH:6]=[CH:7][CH:8]=2)[N:3]1[CH2:12][C:13]1[CH:32]=[CH:31][C:16]([CH2:17][NH:18][C:19]2[CH:24]=[CH:23][C:22]([CH2:25][CH2:26][C:27]([O-:29])=[O:28])=[C:21]([F:30])[CH:20]=2)=[CH:15][C:14]=1[O:33][CH:34]([CH3:35])[CH3:36].[CH3:1][C:2]1([CH3:37])[CH:11]=[CH:10][C:9]2[C:4](=[CH:5][CH:6]=[CH:7][CH:8]=2)[N:3]1[CH2:12][C:13]1[CH:32]=[CH:31][C:16]([CH2:17][NH:18][C:19]2[CH:24]=[CH:23][C:22]([CH2:25][CH2:26][C:27]([O-:29])=[O:28])=[C:21]([F:30])[CH:20]=2)=[CH:15][C:14]=1[O:33][CH:34]([CH3:35])[CH3:36] |f:1.2,3.4.5,8.9.10|. Procedure details: 3-[4-({4-[(2,2-Dimethylquinolin-1(2H)-yl)methyl]-3-isopropoxybenzyl}amino)-2-fluorophenyl]propanoic acid (0.12 g, 0.24 mmol) was dissolved in methanol (2 mL), and 1 N aqueous sodium hydroxide solution (0.24 mL, 0.24 mmol) was added. A solution of calcium chloride (13 mg, 0.12 mmol) in water (1 mL) was added, and the precipitated solid was collected by filtration, washed with water and methanol and dried to give the title compound (53 mg, yield 43%) as a colorless powder.